This data is from the Open Reaction Database (ORD), a public repository of structured organic reaction records. The task is: describe an organic reaction: reactants, conditions, products, and yield Reactants: aqueous solution, [OH-].[Na+] (NaOH), OC1=C(C=C(C=C1)C)C(CCO)C1=CC=CC=C1 (3-(2-hydroxy-5-methylphenyl)-3-phenylpropanol), OC1=C(C=C(C=C1)C)C(CCO)C1=CC=CC=C1 (3-(2-hydroxy-5-methylphenyl)-3-phenylpropanol), C(C1=CC=CC=C1)Cl (benzyl chloride), C1CCCCC1.CC(=O)C (cyclohexane acetone). Reagents/catalysts: [Br-].C(CCC)[N+](CCCC)(CCCC)CCCC (tetrabutylammonium bromide). Solvent: C1(=CC=CC=C1)C (toluene). Reaction conditions: time 7 hour. Product: C(C1=CC=CC=C1)OC1=C(C=C(C=C1)C)C(CCO)C1=CC=CC=C1 (3-(2-benzyloxy-5-methylphenyl)-3-phenylpropanol). Yield: 96.0%. Reaction SMILES: [OH-].[Na+].[OH:3][C:4]1[CH:9]=[CH:8][C:7]([CH3:10])=[CH:6][C:5]=1[CH:11]([C:15]1[CH:20]=[CH:19][CH:18]=[CH:17][CH:16]=1)[CH2:12][CH2:13][OH:14].[CH2:21](Cl)[C:22]1[CH:27]=[CH:26][CH:25]=[CH:24][CH:23]=1.C1CCCCC1.CC(C)=O>[Br-].C([N+](CCCC)(CCCC)CCCC)CCC.C1(C)C=CC=CC=1>[CH2:21]([O:3][C:4]1[CH:9]=[CH:8][C:7]([CH3:10])=[CH:6][C:5]=1[CH:11]([C:15]1[CH:16]=[CH:17][CH:18]=[CH:19][CH:20]=1)[CH2:12][CH2:13][OH:14])[C:22]1[CH:27]=[CH:26][CH:25]=[CH:24][CH:23]=1 |f:0.1,4.5,6.7|. Procedure: 80 ml of an aqueous solution of NaOH (30% wt./vol.) and 10.6 g (0.033 moles) of tetrabutylammonium bromide (TBABr) were added to a suspension of 3-(2-hydroxy-5-methylphenyl)-3-phenylpropanol of the formula (VIII) (80 g, 0.330 moles) in toluene (320 ml). The internal temperature was adjusted to 50° C., 45.5 ml (0.396 moles) of benzyl chloride were added dropwise in approx. 1 h and the course of the reaction was monitored by means of TLC (eluent: cyclohexane/acetone: 70/30) until the substrate had... Starting materials: ClC=1C=CC(=C(C(=O)OC)C1)OC1=NC=C(C=C1)F (methyl 5-chloro-2-[(5-fluoropyridin-2-yl)oxy]benzoate), [OH-].[Na+] (sodium hydroxide), Cl (hydrochloric acid). The solvent is O1CCCC1 (tetrahydrofuran). Reaction conditions: time 24 hour. Yields the product ClC=1C=CC(=C(C(=O)O)C1)OC1=NC=C(C=C1)F (5-Chloro-2-[(5-fluoropyridin-2-yl)oxy]benzoic acid). Isolated yield 95.5%. Reaction SMILES: [Cl:1][C:2]1[CH:3]=[CH:4][C:5]([O:12][C:13]2[CH:18]=[CH:17][C:16]([F:19])=[CH:15][N:14]=2)=[C:6]([CH:11]=1)[C:7]([O:9]C)=[O:8].[OH-].[Na+].Cl>O1CCCC1>[Cl:1][C:2]1[CH:3]=[CH:4][C:5]([O:12][C:13]2[CH:18]=[CH:17][C:16]([F:19])=[CH:15][N:14]=2)=[C:6]([CH:11]=1)[C:7]([OH:9])=[O:8] |f:1.2|. Reported procedure: To a solution of methyl 5-chloro-2-[(5-fluoropyridin-2-yl)oxy]benzoate (204 mg, 0.72 mmol) in tetrahydrofuran (3 mL) was added 2 M sodium hydroxide aqueous solution (1.5 mL) and the reaction mixture was stirred at room temperature for 24 h. Then the reaction mixture was acidified with 2 M hydrochloric acid (2 mL). The precipitates were collected by filtration and dried under reduced pressure to afford 184 mg (95%) of the title compound: 1H-NMR (DMSO-d6) δ 8.02 (1H, d, J=3.1 Hz), 7.85–7.66 (2H, m...